From a dataset of the Open Reaction Database (ORD), a public repository of structured organic reaction records. describe an organic reaction: reactants, conditions, products, and yield Reactants: ON=C(C(C(=O)N(C)C)=NOC)C (3-hydroxyimino-2-methoxyimino-N,N-dimethylbutyramide), CC1=CC=C(CCl)C=C1 (4-methylbenzylchloride), C([O-])([O-])=O.[K+].[K+] (potassium carbonate), O (water). Solvent: CC(=O)C (acetone). Product: CC1=CC=C(CON=C(C(C(=O)N(C)C)=NOC)C)C=C1 (3-(4-methylbenzyloxyimino)-2-methoxyimino-N,N-dimethylbutyramide). The yield is 96.5%. Reaction SMILES: [OH:1][N:2]=[C:3]([CH3:13])[C:4](=[N:10][O:11][CH3:12])[C:5]([N:7]([CH3:9])[CH3:8])=[O:6].[CH3:14][C:15]1[CH:22]=[CH:21][C:18]([CH2:19]Cl)=[CH:17][CH:16]=1.C(=O)([O-])[O-].[K+].[K+].O>CC(C)=O>[CH3:14][C:15]1[CH:22]=[CH:21][C:18]([CH2:19][O:1][N:2]=[C:3]([CH3:13])[C:4](=[N:10][O:11][CH3:12])[C:5]([N:7]([CH3:8])[CH3:9])=[O:6])=[CH:17][CH:16]=1 |f:2.3.4|. Procedure details: To a solution of 600 mg (3.2 mmol) of 3-hydroxyimino-2-methoxyimino-N,N-dimethylbutyramide in 20 ml of acetone, 500 mg (3.5 mmol) of 4-methylbenzylchloride and 660 mg (4.8 mmol) of potassium carbonate were added and the mixture was heated under reflux for 16 hours. The reaction mixture was combined with 30 ml of water and extracted three times with 30 ml of diethylether. After washing with water and a saturated aqueous sodium chloride, the mixture was dried over with anhydrous magnesium sulfate ... Reactants: ClC=1C=CC2=C(CCC3CN(N=C23)C(=O)NC2=CC=C(C=C2)C(F)(F)F)C1 (7-chloro-3.3a,4,5-tetrahydro-N-[4-(trifluoromethyl)phenyl]-2H-benz[g]-indazole-2-carboxamide), C1(=CC=C(C=C1)S(=O)(=O)C#N)C (p-toluene-sulfonyl cyanide), [NH4+].[Cl-] (NH4Cl), C(C)(C)NC(C)C (diisopropylamine), C(CCC)[Li] (n-butyllithium). The solvent is C1CCOC1 (THF), C1CCOC1 (THF), C1CCOC1 (THF). Run at temperature -78 celsius, time 15 minute. Product: ClC1=CC2=C(C=C1)C1=NN(CC1(CO2)C#N)C(=O)NC2=CC=C(C=C2)C(F)(F)F (7-chloro-3a-cyano-3a,4-dihydro-N-[4-(trifluoromethyl)phenyl][1 ]benzopyrano[4.3-c]pyrazole-2(3H)-carboxamide). The yield is 65.8%. Reaction SMILES: C([NH:4][CH:5](C)C)(C)C.C([Li])CCC.[Cl:13][C:14]1[CH:15]=[CH:16][C:17]2[C:25]3[CH:21]([CH2:22][N:23]([C:26]([NH:28][C:29]4[CH:34]=[CH:33][C:32]([C:35]([F:38])([F:37])[F:36])=[CH:31][CH:30]=4)=[O:27])[N:24]=3)[CH2:20]C[C:18]=2[CH:39]=1.C1(C)C=CC(S(C#N)(=O)=[O:47])=CC=1.[NH4+].[Cl-]>C1COCC1>[Cl:13][C:14]1[CH:15]=[CH:16][C:17]2[C:25]3[C:21]([C:5]#[N:4])([CH2:20][O:47][C:18]=2[CH:39]=1)[CH2:22][N:23]([C:26]([NH:28][C:29]1[CH:30]=[CH:31][C:32]([C:35]([F:37])([F:36])[F:38])=[CH:33][CH:34]=1)=[O:27])[N:24]=3 |f:4.5|. Procedure details: To a solution of diisopropylamine (0.42 mL, 3.0 mmoles) in 10 mL of THF was added, n-butyllithium (1.9 mL of 1.6M, 3.0 mmole) at -78° C. under N2. After 15 min, a solution of the product of Step D (0.5 g, 1.3 mmole) in 3 mL of THF was added dropwise and the dark red solution that formed was stirred at -78° C. for an additional 15 min. Then, p-toluene-sulfonyl cyanide (0.31 g, 1.7 mmole) in 2 mL of THF was added dropwise to the reaction mixture which decolorized near the end of the addition. Satu... Starting materials: O=S(=O)(O)Cl, ClCCCl, CC(Oc1ccccc1C(=O)N1Cc2ccc(C3CCOCC3)cc2C1)C(F)(F)F. Product: CC(Oc1ccc(S(=O)(=O)Cl)cc1C(=O)N1Cc2ccc(C3CCOCC3)cc2C1)C(F)(F)F. RXN SMILES: [Cl:31][S:32](=[O:33])(=[O:34])[OH:35].[Cl:36][CH2:37][CH2:38][Cl:39].[O:1]1[CH2:2][CH2:3][CH:4]([c:7]2[cH:8][c:9]3[c:13]([cH:14][cH:15]2)[CH2:12][N:11]([C:16](=[O:17])[c:18]2[c:19]([O:24][CH:25]([C:26]([F:27])([F:28])[F:29])[CH3:30])[cH:20][cH:21][cH:22][cH:23]2)[CH2:10]3)[CH2:5][CH2:6]1>>[O:1]1[CH2:2][CH2:3][CH:4]([c:7]2[cH:8][c:9]3[c:13]([cH:14][cH:15]2)[CH2:12][N:11]([C:16](=[O:17])[c:18]2[c:19]([O:24][CH:25]([C:26]([F:27])([F:28])[F:29])[CH3:30])[cH:20][cH:21][c:22]([S:32]([Cl:31])(=[O:33])=[O:34])[cH:23]2)[CH2:10]3)[CH2:5][CH2:6]1. Starting materials: O=C([O-])[O-], CC(C)(C)[Si](C)(C)Oc1ccc2cc[nH]c2c1, CCOC(=O)CBr, [Cs+], [Cs+], CN(C)C=O. Yields the product CCOC(=O)Cn1ccc2ccc(O[Si](C)(C)C(C)(C)C)cc21. Reaction SMILES: [C:18](=[O:19])([O-:20])[O-:21].[C:1]([CH3:2])([CH3:3])([CH3:4])[Si:5]([O:6][c:7]1[cH:8][cH:9][c:10]2[cH:11][cH:12][nH:13][c:14]2[cH:15]1)([CH3:16])[CH3:17].[CH2:24]([CH3:25])[O:26][C:27]([CH2:28][Br:29])=[O:30].[Cs+:22].[Cs+:23].[O:31]=[CH:32][N:33]([CH3:34])[CH3:35]>>[C:1]([CH3:2])([CH3:3])([CH3:4])[Si:5]([O:6][c:7]1[cH:8][cH:9][c:10]2[cH:11][cH:12][n:13]([CH2:28][C:27]([O:26][CH2:24][CH3:25])=[O:30])[c:14]2[cH:15]1)([CH3:16])[CH3:17]. The product is CC(=O)OCc1ccc(Cn2cc(C3=C(c4cn(C)c5ccccc45)C(=O)OC3=O)c3ccccc32)cc1OCOCC[Si](C)(C)C. Reaction SMILES: [Br:27][CH2:28][c:29]1[cH:30][c:31]([O:40][CH2:41][O:42][CH2:43][CH2:44][Si:45]([CH3:46])([CH3:47])[CH3:48])[c:32]([CH2:33][O:34][C:35]([CH3:36])=[O:37])[cH:38][cH:39]1.[CH3:1][n:2]1[cH:3][c:4]([C:11]2=[C:15]([c:16]3[cH:17][nH:18][c:19]4[cH:20][cH:21][cH:22][cH:23][c:24]34)[C:14](=[O:25])[O:13][C:12]2=[O:26])[c:5]2[cH:6][cH:7][cH:8][cH:9][c:10]12.[CH3:49][CH2:50][O:51][C:52](=[O:53])[CH3:54].[CH3:57][N:58]([CH3:59])[CH:60]=[O:61].[Cl-:55].[NH4+:56].[OH2:62]>>[CH3:1][n:2]1[cH:3][c:4]([C:11]2=[C:15]([c:16]3[cH:17][n:18]([CH2:28][c:29]4[cH:30][c:31]([O:40][CH2:41][O:42][CH2:43][CH2:44][Si:45]([CH3:46])([CH3:47])[CH3:48])[c:32]([CH2:33][O:34][C:35]([CH3:36])=[O:37])[cH:38][cH:39]4)[c:19]4[cH:20][cH:21][cH:22][cH:23][c:24]34)[C:14](=[O:25])[O:13][C:12]2=[O:26])[c:5]2[cH:6][cH:7][cH:8][cH:9][c:10]12. Reactants: CC(=O)OCc1ccc(CBr)cc1OCOCC[Si](C)(C)C, Cn1cc(C2=C(c3c[nH]c4ccccc34)C(=O)OC2=O)c2ccccc21, CCOC(C)=O, CN(C)C=O, [Cl-], [NH4+], O.